Dataset: the Open Reaction Database (ORD), a public repository of structured organic reaction records. Task: describe an organic reaction: reactants, conditions, products, and yield The reactants are C(C1=CC(=CC=C1)OC)=O (m-anisaldehyde), [N+](=O)([O-])CC (nitroethane), C(C)(=O)[O-].[NH4+] (ammonium acetate). Run in C(C)(=O)O (acetic acid). Product: COC1=CC(=CC=C1)C=C(C)[N+](=O)[O-] (1-Methoxy-3-(2-nitro-1-propenyl)benzene). As a reaction SMILES: [CH:1](=O)[C:2]1[CH:7]=[CH:6][CH:5]=[C:4]([O:8][CH3:9])[CH:3]=1.[N+:11]([CH2:14][CH3:15])([O-:13])=[O:12].C([O-])(=O)C.[NH4+]>C(O)(=O)C>[CH3:9][O:8][C:4]1[CH:5]=[CH:6][CH:7]=[C:2]([CH:1]=[C:14]([N+:11]([O-:13])=[O:12])[CH3:15])[CH:3]=1 |f:2.3|. Procedure details: A mixture of 71.9 g (0.528 mole) of m-anisaldehyde, 118.9 g (1.584 mole) of nitroethane, 40.7 g (0.528 mole) of ammonium acetate, and 350 ml of glacial acetic acid was heated to reflux for one hour. The mixture was then allowed to cool and partitioned between ether and water. The ether layer was separated and washed sequentially with water, 3N sodium hydroxide, water and brine. The organic phase was dried over anhydrous magnesium sulfate and evaporated in vacuo to give the crude product. After a...